This data is from the Open Reaction Database (ORD), a public repository of structured organic reaction records. The task is: describe an organic reaction: reactants, conditions, products, and yield Starting materials: CC1(OCC(O1)/C=C/C=1C=C2C(C3=C(C4=C(O3)C=CC=C4)C(C2=CC1)=O)(C)C)C (8-[(E)-2-(2,2-dimethyl-[1,3]dioxolan-4-yl)-vinyl]-6,6-dimethyl-6H-benzo[b]naphtho[2,3-d]furan-11-one). The reagents and catalysts are [Pd] (Pd—C). Run in CO (MeOH). Reaction conditions: time 8 hour. Product: OC(CCC=1C=C2C(C3=C(C4=C(O3)C=CC=C4)C(C2=CC1)=O)(C)C)CO (8-(3,4-Dihydroxy-butyl)-6,6-dimethyl-6H-benzo[b]naphtho[2,3-d]furan-11-one). Yield: 31.0%. RXN SMILES: CC1(C)[O:6][CH:5](/[CH:7]=[CH:8]/[C:9]2[CH:10]=[C:11]3[C:23](=[CH:24][CH:25]=2)[C:22](=[O:26])[C:14]2[C:15]4[CH:21]=[CH:20][CH:19]=[CH:18][C:16]=4[O:17][C:13]=2[C:12]3([CH3:28])[CH3:27])[CH2:4][O:3]1>[Pd].CO>[OH:6][CH:5]([CH2:4][OH:3])[CH2:7][CH2:8][C:9]1[CH:10]=[C:11]2[C:23](=[CH:24][CH:25]=1)[C:22](=[O:26])[C:14]1[C:15]3[CH:21]=[CH:20][CH:19]=[CH:18][C:16]=3[O:17][C:13]=1[C:12]2([CH3:28])[CH3:27]. Reported procedure: To the MeOH solution (5 ml) of 8-[(E)-2-(2,2-dimethyl-[1,3]dioxolan-4-yl)-vinyl]-6,6-dimethyl-6H-benzo[b]naphtho[2,3-d]furan-11-one (125 mg), 10% Pd—C(25 mg) was added and the mixture was stirred overnight at room temperature under hydrogen atmosphere. The catalyst was removed by filtration. The residues obtained after concentration under reduced pressure were purified by HPLC to obtain the title compound (35 mg, 31%). Reactants: ClC=1C=C(C#N)C=C(C1N1N=C2C(C(=NC=C2)Cl)=C1)Cl (3,5-dichloro-4-(4-chloropyrazolo[4,3-c]pyridin-2-yl)benzonitrile), NC1=NC(=NC(=C1)C)C (4-amino-2,6-dimethylpyrimidine), CC1(C2=C(C(=CC=C2)P(C3=CC=CC=C3)C4=CC=CC=C4)OC5=C(C=CC=C51)P(C6=CC=CC=C6)C7=CC=CC=C7)C (Xantphos), C([O-])([O-])=O.[Cs+].[Cs+] (cesium carbonate). The reagents and catalysts are C=1C=CC(=CC1)/C=C/C(=O)/C=C/C2=CC=CC=C2.C=1C=CC(=CC1)/C=C/C(=O)/C=C/C2=CC=CC=C2.C=1C=CC(=CC1)/C=C/C(=O)/C=C/C2=CC=CC=C2.[Pd].[Pd] (Pd2(dba)3). Run in O (water), C(C)#N (acetonitrile), O1CCOCC1 (dioxane). Conditions: temperature 90 celsius. Yields the product [OH-].[NH4+] (ammonium hydroxide), ClC=1C=C(C#N)C=C(C1N1N=C2C(C(=NC=C2)NC2=NC(=NC(=C2)C)C)=C1)Cl (3,5-Dichloro-4-[4-(2,6-dimethylpyrimidin-4-ylamino)pyrazolo[4,3-c]pyridin-2-yl]benzonitrile). Isolated yield 268.1%. As a reaction SMILES: [Cl:1][C:2]1[CH:3]=[C:4]([CH:7]=[C:8]([Cl:20])[C:9]=1[N:10]1[CH:19]=[C:13]2[C:14](Cl)=[N:15][CH:16]=[CH:17][C:12]2=[N:11]1)[C:5]#[N:6].[NH2:21][C:22]1[CH:27]=[C:26]([CH3:28])[N:25]=[C:24]([CH3:29])[N:23]=1.CC1(C)C2C(=C(P(C3C=CC=CC=3)C3C=CC=CC=3)C=CC=2)[O:51]C2C(P(C3C=CC=CC=3)C3C=CC=CC=3)=CC=CC1=2.C(=O)([O-])[O-].[Cs+].[Cs+]>O1CCOCC1.O.C1C=CC(/C=C/C(/C=C/C2C=CC=CC=2)=O)=CC=1.C1C=CC(/C=C/C(/C=C/C2C=CC=CC=2)=O)=CC=1.C1C=CC(/C=C/C(/C=C/C2C=CC=CC=2)=O)=CC=1.[Pd].[Pd].C(#N)C>[OH-:51].[NH4+:6].[Cl:1][C:2]1[CH:3]=[C:4]([CH:7]=[C:8]([Cl:20])[C:9]=1[N:10]1[CH:19]=[C:13]2[C:14]([NH:21][C:22]3[CH:27]=[C:26]([CH3:28])[N:25]=[C:24]([CH3:29])[N:23]=3)=[N:15][CH:16]=[CH:17][C:12]2=[N:11]1)[C:5]#[N:6] |f:3.4.5,8.9.10.11.12,14.15|. Reported procedure: A suspension of 3,5-dichloro-4-(4-chloropyrazolo[4,3-c]pyridin-2-yl)benzonitrile (65 mg, 0.20 mmol), 4-amino-2,6-dimethylpyrimidine (27 mg, 0.22 mmol), Pd2(dba)3 (5 mg, 0.005 mmol), Xantphos (12 mg, 0.02 mmol) and cesium carbonate (91 mg, 0.28 mmol) in dioxane (2 mL) was sealed in a reaction vial, purged with nitrogen, and heated at 90° C. for 18 hours. The reaction mixture was cooled, filtered, and concentrated under reduced pressure. The residue was purified by silica gel flash chromatography ... Reactants: [H-].[Al+3].[Li+].[H-].[H-].[H-] (lithium aluminum hydride), COC(C(CC(C1=CCC2C(CCCC12C)OC(C)=O)C)Cl)=O (7-(acetyloxy)-α-chloro-3a,4,5,6,7, 7a-hexahydro-γ,3a-dimethyl-1H-indene-3-butanoic acid methyl ester), solution, [H-].[Al+3].[Li+].[H-].[H-].[H-] (lithium aluminum hydride). Solvent: O1CCCC1 (tetrahydrofuran), O1CCCC1 (tetrahydrofuran). Conditions: temperature 0 celsius, time 2 hour. Product: C(C)(=O)OC1CCCC2(C(=CCC12)C(CC(CO)Cl)C)C (7-(acetyloxy)-β-chloro-3a,4,5,6,7,7a-hexahydro-δ,3a-dimethyl-1H-indene-3-butanol). The yield is 93.0%. RXN SMILES: C[O:2][C:3](=O)[CH:4]([Cl:22])[CH2:5][CH:6]([CH3:21])[C:7]1[C:15]2([CH3:16])[CH:10]([CH:11]([O:17][C:18](=[O:20])[CH3:19])[CH2:12][CH2:13][CH2:14]2)[CH2:9][CH:8]=1.[H-].[Al+3].[Li+].[H-].[H-].[H-]>O1CCCC1>[C:18]([O:17][CH:11]1[CH:10]2[C:15]([CH3:16])([C:7]([CH:6]([CH3:21])[CH2:5][CH:4]([Cl:22])[CH2:3][OH:2])=[CH:8][CH2:9]2)[CH2:14][CH2:13][CH2:12]1)(=[O:20])[CH3:19] |f:1.2.3.4.5.6|. Procedure details: A solution of 1.01 g (2.95 mmol) of [3aS-[3(αS*, γR*),3aα,7β,7aβ]-7-(acetyloxy)-α-chloro-3a,4,5,6,7, 7a-hexahydro-γ,3a-dimethyl-1H-indene-3-butanoic acid methyl ester in 25 mL of anhydrous tetrahydrofuran was cooled at 0° C. and treated under argon with 1.47 mL (1.47 mmol) of a 1M solution of lithium aluminum hydride in tetrahydrofuran. After stirring for 2 hours at 0° C., additional 0.20 mL of lithium aluminum hydride solution was added and the reaction allowed to proceed for 1 additional hour.... Reactants: CC1=C(C=CC=C1)NC(=O)NCC1=C(C=CC=C1)SC (1-(2-Methylphenyl)-3-[2-(methylthio)benzyl]urea), C(#N)CC(=O)O (cyanoacetic acid), C(C)(=O)OC(C)=O (acetic anhydride). Run in C1(=CC=CC=C1)C (Toluene). Reaction conditions: time 16 hour. The product is NC1=CC(N(C(N1C1=C(C=CC=C1)C)=O)CC1=C(C=CC=C1)SC)=O (6-AMINO-1-(2-METHYLPHENYL)-3-[2-(METHYLTHIO)BENZYL]URACIL). RXN SMILES: [CH3:1][C:2]1[CH:7]=[CH:6][CH:5]=[CH:4][C:3]=1[NH:8][C:9]([NH:11][CH2:12][C:13]1[CH:18]=[CH:17][CH:16]=[CH:15][C:14]=1[S:19][CH3:20])=[O:10].[C:21]([CH2:23][C:24](O)=[O:25])#[N:22].C(OC(=O)C)(=O)C>C1(C)C=CC=CC=1>[NH2:22][C:21]1[N:8]([C:3]2[CH:4]=[CH:5][CH:6]=[CH:7][C:2]=2[CH3:1])[C:9](=[O:10])[N:11]([CH2:12][C:13]2[CH:18]=[CH:17][CH:16]=[CH:15][C:14]=2[S:19][CH3:20])[C:24](=[O:25])[CH:23]=1. Procedure details: 1-(2-Methylphenyl)-3-[2-(methylthio)benzyl]urea (23.47 g) and cyanoacetic acid (7.66 g) were ground together and acetic anhydride (23 ml) was added. The mixture was stirred and heated at 75°-80° C. for 30 h. Toluene (20 ml) was then added and heating continued for a further 16 hours. The reaction was cooled and filtered. The filtrate was heated to boiling and treated with charcoal. The solid was removed by filtration and the filtrate evaporated in vacuo. The resulting oil was dissolved in dichlo... Reactants: ClC(=O)OC (Methyl chloroformate), O1C=NC=C1C=1C=C(N)C=CC1 (3-(oxazol-5-yl)aniline), TEA. Run in C1CCOC1 (THF). Product: O1C=NC=C1C=1C=C(C=CC1)NC(OC)=O (methyl 3-(oxazol-5-yl)phenylcarbamate). Yield: 42.8%. As a reaction SMILES: Cl[C:2]([O:4][CH3:5])=[O:3].[O:6]1[C:10]([C:11]2[CH:12]=[C:13]([CH:15]=[CH:16][CH:17]=2)[NH2:14])=[CH:9][N:8]=[CH:7]1>C1COCC1>[O:6]1[C:10]([C:11]2[CH:12]=[C:13]([NH:14][C:2](=[O:3])[O:4][CH3:5])[CH:15]=[CH:16][CH:17]=2)=[CH:9][N:8]=[CH:7]1. Procedure: Methyl chloroformate (1.67 mL, 21.54 mmol) was slowly added to a 0° C. solution of 3-(oxazol-5-yl)aniline (2.30 gm, 14.36 mmol) and TEA (4.00 mL, 28.70 mmol) in THF (65 mL). The ice bath was removed and the reaction mixture was stirred at rt. After 2.5 h the reaction mixture was concentrated and the residue was partitioned between EtOAc and water. The organic phase was isolated, washed with 1 N HCl (2×) and saturated aqueous NaCl, dried over MgSO4, filtered and concentrated. The resulting residu... Starting materials: Cl (hydrochloric acid), [OH-].[Na+] (sodium hydroxide), O (water), C(C)OC(CC=1C=NC(=CC1)C1=C(C=C(C=C1)C(CC)(C1=CC(=C(C=C1)CCC(C(C)(C)C)O)C)CC)C)=O ([6-(4-{1-ethyl-1-[4-(3-hydroxy-4,4-dimethyl-pentyl)-3-methyl-phenyl]-propyl}-2-methyl-phenyl)-pyridin-3-yl]-acetic acid ethyl ester). Run in CO (methanol). Conditions: time 4 hour. Product: C(C)C(CC)(C1=CC(=C(C=C1)CCC(C(C)(C)C)O)C)C1=CC(=C(C=C1)C1=CC=C(C=N1)CC(=O)O)C ([6-(4-{1-ethyl-1-[4-(3-hydroxy-4,4-dimethyl-pentyl)-3-methyl-phenyl]-propyl}-2-methyl-phenyl)-pyridin-3-yl]-acetic Acid). Isolated yield 99.7%. As a reaction SMILES: [OH-].[Na+].O.C([O:6][C:7](=[O:42])[CH2:8][C:9]1[CH:10]=[N:11][C:12]([C:15]2[CH:20]=[CH:19][C:18]([C:21]([CH2:39][CH3:40])([C:24]3[CH:29]=[CH:28][C:27]([CH2:30][CH2:31][CH:32]([OH:37])[C:33]([CH3:36])([CH3:35])[CH3:34])=[C:26]([CH3:38])[CH:25]=3)[CH2:22][CH3:23])=[CH:17][C:16]=2[CH3:41])=[CH:13][CH:14]=1)C.Cl>CO>[CH2:22]([C:21]([C:18]1[CH:19]=[CH:20][C:15]([C:12]2[N:11]=[CH:10][C:9]([CH2:8][C:7]([OH:42])=[O:6])=[CH:14][CH:13]=2)=[C:16]([CH3:41])[CH:17]=1)([C:24]1[CH:29]=[CH:28][C:27]([CH2:30][CH2:31][CH:32]([OH:37])[C:33]([CH3:35])([CH3:36])[CH3:34])=[C:26]([CH3:38])[CH:25]=1)[CH2:39][CH3:40])[CH3:23] |f:0.1|. Procedure details: A mixed solution of a 6 N sodium hydroxide aqueous solution (0.003 mL) with water (0.01 mL) was added to a solution of [6-(4-{1-ethyl-1-[4-(3-hydroxy-4,4-dimethyl-pentyl)-3-methyl-phenyl]-propyl}-2-methyl-phenyl)-pyridin-3-yl]-acetic acid ethyl ester (Example 23-(3); 1.7 mg, 0.0032 mmol) in methanol (0.07 mL) at room temperature, and the mixture was stirred at room temperature for four hours. The mixture was acidified with a hydrochloric acid aqueous solution, followed by extraction with ethyl a... The reactants are Cc1cc(C)c(C=O)c(C)c1, Cc1ccccc1, CO, O, ClP(c1ccccc1)c1ccccc1. Product: Cc1cc(C)c(C(O)P(=O)(c2ccccc2)c2ccccc2)c(C)c1. RXN SMILES: [CH3:16][c:17]1[c:18]([CH:19]=[O:20])[c:21]([CH3:26])[cH:22][c:23]([CH3:25])[cH:24]1.[CH3:27][c:28]1[cH:29][cH:30][cH:31][cH:32][cH:33]1.[CH3:34][OH:35].[OH2:1].[c:2]1([P:8]([Cl:9])[c:10]2[cH:11][cH:12][cH:13][cH:14][cH:15]2)[cH:3][cH:4][cH:5][cH:6][cH:7]1>>[O:1]=[P:8]([c:2]1[cH:3][cH:4][cH:5][cH:6][cH:7]1)([c:10]1[cH:11][cH:12][cH:13][cH:14][cH:15]1)[CH:19]([c:18]1[c:17]([CH3:16])[cH:24][c:23]([CH3:25])[cH:22][c:21]1[CH3:26])[OH:20].